This data is from the Open Reaction Database (ORD), a public repository of structured organic reaction records. The task is: describe an organic reaction: reactants, conditions, products, and yield Starting materials: BrCCO (2-bromo-ethanol), TEA, ClC=1C(=NC(=NC1)NC1=C(C=C(C(=C1)C)C1CCNCC1)OC(C)C)NC1=C(C=CC=C1)S(=O)(=O)C(C)C (5-Chloro-N2-(2-isopropoxy-5-methyl-4-piperidin-4-yl-phenyl)-N4-[2-(propane-2-sulfonyl)-phenyl]-pyrimidine-2,4-diamine). The solvent is CN(C)C=O (DMF), CN(C)C=O (DMF), C(C)(=O)OCC (ethyl acetate). Reaction conditions: temperature 70 celsius. Product: ClC=1C(=NC(=NC1)NC1=CC(=C(C=C1OC(C)C)C1CCN(CC1)CCO)C)NC1=C(C=CC=C1)S(=O)(=O)C(C)C (2-[4-(4-{5-Chloro-4-[2-(propane-2-sulfonyl)-phenylamino]-pyrimidin-2-ylamino}-5-isopropoxy-2-methyl-phenyl)-piperidin-1-yl]-ethanol). Reaction SMILES: [Cl:1][C:2]1[C:3]([NH:26][C:27]2[CH:32]=[CH:31][CH:30]=[CH:29][C:28]=2[S:33]([CH:36]([CH3:38])[CH3:37])(=[O:35])=[O:34])=[N:4][C:5]([NH:8][C:9]2[CH:14]=[C:13]([CH3:15])[C:12]([CH:16]3[CH2:21][CH2:20][NH:19][CH2:18][CH2:17]3)=[CH:11][C:10]=2[O:22][CH:23]([CH3:25])[CH3:24])=[N:6][CH:7]=1.Br[CH2:40][CH2:41][OH:42]>CN(C=O)C.C(OCC)(=O)C>[Cl:1][C:2]1[C:3]([NH:26][C:27]2[CH:32]=[CH:31][CH:30]=[CH:29][C:28]=2[S:33]([CH:36]([CH3:38])[CH3:37])(=[O:35])=[O:34])=[N:4][C:5]([NH:8][C:9]2[C:10]([O:22][CH:23]([CH3:25])[CH3:24])=[CH:11][C:12]([CH:16]3[CH2:21][CH2:20][N:19]([CH2:40][CH2:41][OH:42])[CH2:18][CH2:17]3)=[C:13]([CH3:15])[CH:14]=2)=[N:6][CH:7]=1. Reported procedure: 5-Chloro-N2-(2-isopropoxy-5-methyl-4-piperidin-4-yl-phenyl)-N4-[2-(propane-2-sulfonyl)-phenyl]-pyrimidine-2,4-diamine (Example 7, 0.087 mmol) is dissolved in anhydrous DMF (1 mL). TEA (0.04 mL, 0.262 mmol, 3 equiv.) is added followed by 2-bromo-ethanol (0.019 mL, 0.262 mmol, 3 equiv.) dissolved in anhydrous DMF (0.7 mL). The reaction vessel is sealed and heated at 70° C. for 12 h. After cooling to room temperature, the reaction is diluted with ethyl acetate and washed with 1 N aqueous NaOH (5×),...